From a dataset of the Open Reaction Database (ORD), a public repository of structured organic reaction records. describe an organic reaction: reactants, conditions, products, and yield Starting materials: C1(=CC=C(C=C1)C1=NC=CC(=N1)C=1C=C(C#N)C=CC1)C (3-(2-p-tolyl-pyrimidin-4-yl)-benzonitrile), [OH-].[Na+] (sodium hydroxide), C(C)O (ethanol). The product is C1(=CC=C(C=C1)C1=NC=CC(=N1)C=1C=C(C(=O)O)C=CC1)C (3-(2-p-Tolyl-pyrimidin-4-yl)-benzoic acid). RXN SMILES: [C:1]1([CH3:21])[CH:6]=[CH:5][C:4]([C:7]2[N:12]=[C:11]([C:13]3[CH:14]=C([CH:18]=[CH:19][CH:20]=3)C#N)[CH:10]=[CH:9][N:8]=2)=[CH:3][CH:2]=1.[OH-:22].[Na+].[CH2:24]([OH:26])[CH3:25]>>[C:1]1([CH3:21])[CH:6]=[CH:5][C:4]([C:7]2[N:12]=[C:11]([C:13]3[CH:14]=[C:25]([CH:18]=[CH:19][CH:20]=3)[C:24]([OH:22])=[O:26])[CH:10]=[CH:9][N:8]=2)=[CH:3][CH:2]=1 |f:1.2|. Procedure: Part B. A solution of 3-(2-p-tolyl-pyrimidin-4-yl)-benzonitrile (87 mg, 0.321 mmol) in ethanol (2 mL) is treated with aq. sodium hydroxide solution (1 mL, 10 N), and the resulting solution is heated to reflux until the starting material is consumed as determined by LC/MS. After being allowed to cool, the solution is evaporated and subjected to aqueous workup. The extract, which contained a mixture of amide and acid compounds, is separated by column chromatography to afford pure title compound (1... Starting materials: C(C)OC(=O)C=1N=C(SC1)NC1=CN=C(C2=C(C=C(C=C12)OC)OC)CNC(=O)OC(C)(C)C (2-[1-(tert-Butoxycarbonylamino-methyl)-6,8-dimethoxy-isoquinolin-4-ylamino]thiazole-4-carboxylic acid ethyl ester), Cl (HCl). Run in C(Cl)Cl (CH2Cl2), O1CCOCC1 (dioxane). Reaction conditions: time 4.5 hour. The product is Cl.C(C)OC(=O)C=1N=C(SC1)NC1=CN=C(C2=C(C=C(C=C12)OC)OC)CN (2-(1-aminomethyl-6,8-dimethoxy-isoquinolin-4-ylamino)thiazole-4-carboxylic acid ethyl ester hydrochloride salt). Isolated yield 73.0%. RXN SMILES: [CH2:1]([O:3][C:4]([C:6]1[N:7]=[C:8]([NH:11][C:12]2[C:21]3[C:16](=[C:17]([O:24][CH3:25])[CH:18]=[C:19]([O:22][CH3:23])[CH:20]=3)[C:15]([CH2:26][NH:27]C(OC(C)(C)C)=O)=[N:14][CH:13]=2)[S:9][CH:10]=1)=[O:5])[CH3:2].[ClH:35]>C(Cl)Cl.O1CCOCC1>[ClH:35].[CH2:1]([O:3][C:4]([C:6]1[N:7]=[C:8]([NH:11][C:12]2[C:21]3[C:16](=[C:17]([O:24][CH3:25])[CH:18]=[C:19]([O:22][CH3:23])[CH:20]=3)[C:15]([CH2:26][NH2:27])=[N:14][CH:13]=2)[S:9][CH:10]=1)=[O:5])[CH3:2] |f:4.5|. Reported procedure: 2-[1-(tert-Butoxycarbonylamino-methyl)-6,8-dimethoxy-isoquinolin-4-ylamino]thiazole-4-carboxylic acid ethyl ester (22 mg, 0.045 mmol) in CH2Cl2 (1.0 mL) was added a 4.0 M HCl solution in dioxane (0.67 mL) at room temp. After the reaction mixture was stirred at room temperature for 4.5 h, the suspension was filtered. The yellow solid was dried in vacuo to give 2-(1-aminomethyl-6,8-dimethoxy-isoquinolin-4-ylamino)thiazole-4-carboxylic acid ethyl ester hydrochloride salt (14.0 mg; 73% yield). 1H-NM...